From a dataset of the Open Reaction Database (ORD), a public repository of structured organic reaction records. describe an organic reaction: reactants, conditions, products, and yield The reactants are C(C)(C)(C)OC(CNC(C1=CC(=C(C=C1)C(C(C(F)(F)F)(C=1C=CC2=C(N(C(O2)=O)C)C1)O)C)Cl)=O)=O ({3-chloro-4-[3,3,3-trifluoro-2-hydroxy-1-methyl-2-(3-methyl-2-oxo-2,3-dihydrobenzooxazol-5-yl)-propyl]-benzoylamino}-acetic acid tert-butyl ester), FC(C(=O)O)(F)F (trifluoroacetic acid). Solvent: ClCCl (dichloromethane). Run at time 12 hour. Product: ClC=1C=C(C(=O)NCC(=O)O)C=CC1C(C(C(F)(F)F)(C=1C=CC2=C(N(C(O2)=O)C)C1)O)C ({3-chloro-4-[3,3,3-trifluoro-2-hydroxy-1-methyl-2-(3-methyl-2-oxo-2,3-dihydrobenzooxazol-5-yl)-propyl]-benzoylamino}-acetic acid). Isolated yield 100.4%. As a reaction SMILES: C([O:5][C:6](=[O:37])[CH2:7][NH:8][C:9](=[O:36])[C:10]1[CH:15]=[CH:14][C:13]([CH:16]([CH3:34])[C:17]([OH:33])([C:22]2[CH:23]=[CH:24][C:25]3[O:29][C:28](=[O:30])[N:27]([CH3:31])[C:26]=3[CH:32]=2)[C:18]([F:21])([F:20])[F:19])=[C:12]([Cl:35])[CH:11]=1)(C)(C)C.FC(F)(F)C(O)=O>ClCCl>[Cl:35][C:12]1[CH:11]=[C:10]([CH:15]=[CH:14][C:13]=1[CH:16]([CH3:34])[C:17]([OH:33])([C:22]1[CH:23]=[CH:24][C:25]2[O:29][C:28](=[O:30])[N:27]([CH3:31])[C:26]=2[CH:32]=1)[C:18]([F:20])([F:21])[F:19])[C:9]([NH:8][CH2:7][C:6]([OH:37])=[O:5])=[O:36]. Procedure details: {3-Chloro-4-[3,3,3-trifluoro-2-hydroxy-1-methyl-2-(3-methyl-2-oxo-2,3-dihydrobenzooxazol-5-yl)-propyl]-benzoylamino}-acetic acid tert-butyl ester (20 mg, obtained in Example 231) was dissolved in dry dichloromethane (1.0 mL) and trifluoroacetic acid (0.41 mL) was added. The mixture was then allowed to stir at r.t. for 12 hours. The reaction mixture was concentrated in vacuo and the residue was further purified by repeated evaporation from ether (2 times), methanol (2 times) and again dichloromet... Reactants: aqueous solution, [OH-].[Na+] (sodium hydroxide), aqueous solution, [OH-].[Na+] (sodium hydroxide), C1(=CC=CC=C1)CC(C(=O)[O-])=O.[Na+] (sodium phenylpyruvate), CI (methyl iodide), Cl (hydrochloric acid). Run in CO (methanol). Run at time 24 hour. Product: O=C(C(=O)[O-])C(C)C1=CC=CC=C1.[Na+] (sodium 2-oxo-3-phenylbutanoate), solid. Yield: 85.0%. As a reaction SMILES: [OH-].[Na+:2].[C:3]1([CH2:9][C:10](=[O:14])[C:11]([O-:13])=[O:12])[CH:8]=[CH:7][CH:6]=[CH:5][CH:4]=1.[Na+].[CH3:16]I.Cl>CO>[O:14]=[C:10]([CH:9]([C:3]1[CH:8]=[CH:7][CH:6]=[CH:5][CH:4]=1)[CH3:16])[C:11]([O-:13])=[O:12].[Na+:2] |f:0.1,2.3,7.8|. Procedure details: A 2N aqueous solution of sodium hydroxide (10 ml, 20 mmoles) and 30 ml of methanol were added to 3.92 g (20 mmoles) of sodium phenylpyruvate to form a solution. Then, 1.25 ml of methyl iodide was added, and the mixture was stirred at room temperature for 24 hours. The reaction mixture was acidified with 1N hydrochloric acid, and extracted with 150 ml of ether. The ether layer was dried over magnesium sulfate, and concentrated under reduced pressure to give a pale yellowish white oil. A 3N aqueou... Reaction SMILES: [BH4-:21].[CH2:23]1[O:24][CH2:25][CH2:26][CH2:27]1.[CH3:1][c:2]1[c:3]([CH:17]([CH:18]=[O:19])[CH3:20])[s:4][c:5](-[c:7]2[cH:8][cH:9][c:10]([C:13]([F:14])([F:15])[F:16])[cH:11][cH:12]2)[cH:6]1.[Na+:22]>>[CH3:1][c:2]1[c:3]([CH:17]([CH2:18][OH:19])[CH3:20])[s:4][c:5](-[c:7]2[cH:8][cH:9][c:10]([C:13]([F:14])([F:15])[F:16])[cH:11][cH:12]2)[cH:6]1. The reactants are [BH4-], C1CCOC1, Cc1cc(-c2ccc(C(F)(F)F)cc2)sc1C(C)C=O, [Na+]. Yields the product Cc1cc(-c2ccc(C(F)(F)F)cc2)sc1C(C)CO. Starting materials: C(O)([O-])=O.[Na+] (sodium hydrogencarbonate), Br.S1C2=C(C=C1)C=C(C=C2)C=2N1C(SC2)=NCC1 (3-(benzo[b]thiophen-5-yl)-5,6-dihydroimidazo[2,1-b]thiazole hydrobromide). The solvent is ClCCl (dichloromethane). Run at time 45 minute. The product is S1C2=C(C=C1)C=C(C=C2)C=2N1C(SC2)=NCC1 (3-(benzo[b]thiophen-5-yl)-5,6-dihydroimidazo[2,1-b]thiazole). Isolated yield 96.0%. RXN SMILES: C(=O)([O-])O.[Na+].Br.[S:7]1[CH:11]=[CH:10][C:9]2[CH:12]=[C:13]([C:16]3[N:17]4[CH2:23][CH2:22][N:21]=[C:18]4[S:19][CH:20]=3)[CH:14]=[CH:15][C:8]1=2>ClCCl>[S:7]1[CH:11]=[CH:10][C:9]2[CH:12]=[C:13]([C:16]3[N:17]4[CH2:23][CH2:22][N:21]=[C:18]4[S:19][CH:20]=3)[CH:14]=[CH:15][C:8]1=2 |f:0.1,2.3|. Procedure: Saturated aqueous sodium hydrogencarbonate solution (100 ml) was added over 10 minutes to a stirred suspension of 3-(benzo[b]thiophen-5-yl)-5,6-dihydroimidazo[2,1-b]thiazole hydrobromide (2.6 g) in dichloromethane (100 ml), the mixture was stirred at ambient temperature for 45 minutes, then the organic layer was separated, washed with water (2×75 ml) and saturated aqueous sodium chloride solution (75 ml), dried (MgSO4) and the solvent was removed in vacuo to give 3-(benzo[b]thiophen-5-yl)-5,6-di... Starting materials: CNc1nccc(-c2ccccc2Oc2ccc([N+](=O)[O-])cc2)n1, CO, [H][H], [Pd]. Yields the product CNc1nccc(-c2ccccc2Oc2ccc(N)cc2)n1. As a reaction SMILES: [CH3:1][NH:2][c:3]1[n:4][cH:5][cH:6][c:7](-[c:9]2[c:10]([O:15][c:16]3[cH:17][cH:18][c:19]([N+:22]([O-:23])=[O:24])[cH:20][cH:21]3)[cH:11][cH:12][cH:13][cH:14]2)[n:8]1.[CH3:28][OH:29].[H:25][H:26].[Pd:27]>>[CH3:1][NH:2][c:3]1[n:4][cH:5][cH:6][c:7](-[c:9]2[c:10]([O:15][c:16]3[cH:17][cH:18][c:19]([NH2:22])[cH:20][cH:21]3)[cH:11][cH:12][cH:13][cH:14]2)[n:8]1. Reactants: C1(=C(C(=C(C(=C1F)F)F)N)F)N.Cl.Cl (dihydrochloride), COC1=C(C=CC=C1)C1=CC=C2C=NC(=NN21)O (7-(2-methoxy-phenyl)-pyrrolo[2,1-f][1,2,4]triazin-2-ol), NC=1C=CC2=C(NC(=N2)CO)C1 ((6-amino-1H-benzoimidazol-2-yl)-methanol). Product: COC1=C(C=CC=C1)C1=CC=C2C=NC(=NN21)NC=2C=CC1=C(NC(=N1)CO)C2 ({6-[7-(2-Methoxy-phenyl)-pyrrolo[2,1-f][1,2,4]triazin-2-ylamino]-1H-benzoimidazol-2-yl}-methanol), solid. The yield is 46.0%. Reaction SMILES: [CH3:1][O:2][C:3]1[CH:8]=[CH:7][CH:6]=[CH:5][C:4]=1[C:9]1[N:17]2[C:12]([CH:13]=[N:14][C:15](O)=[N:16]2)=[CH:11][CH:10]=1.[NH2:19][C:20]1[CH:21]=[CH:22][C:23]2[N:27]=[C:26]([CH2:28][OH:29])[NH:25][C:24]=2[CH:30]=1.C1(N)C(F)=C(F)C(F)=C(N)C=1F.Cl.Cl>>[CH3:1][O:2][C:3]1[CH:8]=[CH:7][CH:6]=[CH:5][C:4]=1[C:9]1[N:17]2[C:12]([CH:13]=[N:14][C:15]([NH:19][C:20]3[CH:21]=[CH:22][C:23]4[N:27]=[C:26]([CH2:28][OH:29])[NH:25][C:24]=4[CH:30]=3)=[N:16]2)=[CH:11][CH:10]=1 |f:2.3.4|. Procedure: {6-[7-(2-Methoxy-phenyl)-pyrrolo[2,1-f][1,2,4]triazin-2-ylamino]-1H-benzoimidazol-2-yl}-methanol was prepared from 7-(2-methoxy-phenyl)-pyrrolo[2,1-f][1,2,4]triazin-2-ol and (6-amino-1H-benzoimidazol-2-yl)-methanol; dihydrochloride in an analogous manner to Example 1052a. Product isolated as a yellow solid (55 mg, 46%). m.p.=239-243° C.; LCMS (m/e) 387 (M+H); 1H-NMR (d6-DMSO, 400 MHz) δ 12.05 (bs, 1H), 9.23 (s, 1H), 8.93 (s, 1H), 8.15-7.42 (m, 2H), 7.87 (d, 1H, J=7.2 Hz), 7.50-7.40 (m, 1H), 7.40... Starting materials: CC1CC1C(=O)Nc1snc(Br)c1Br, CCOc1ccc(B(O)O)cc1, Cc1ccccc1, CCOC(C)=O, [Na+], [Na+], O=C([O-])[O-], CN(C)C=O, c1ccc(P(c2ccccc2)(c2ccccc2)[Pd](P(c2ccccc2)(c2ccccc2)c2ccccc2)(P(c2ccccc2)(c2ccccc2)c2ccccc2)P(c2ccccc2)(c2ccccc2)c2ccccc2)cc1. Yields the product CCOc1ccc(-c2nsc(NC(=O)C3CC3C)c2Br)cc1. Reaction SMILES: [Br:1][c:2]1[n:3][s:4][c:5]([NH:8][C:9](=[O:10])[CH:11]2[CH:12]([CH3:14])[CH2:13]2)[c:6]1[Br:7].[CH2:15]([CH3:16])[O:17][c:18]1[cH:19][cH:20][c:21]([B:24]([OH:25])[OH:26])[cH:22][cH:23]1.[CH3:121][c:122]1[cH:123][cH:124][cH:125][cH:126][cH:127]1.[CH3:38][CH2:39][O:40][C:41]([CH3:42])=[O:43].[Na+:32].[Na+:33].[O-:34][C:35](=[O:36])[O-:37].[O:27]=[CH:28][N:29]([CH3:30])[CH3:31].[cH:44]1[cH:45][cH:46][c:47]([P:48]([Pd:49]([P:50]([c:51]2[cH:52][cH:53][cH:54][cH:55][cH:56]2)([c:57]2[cH:58][cH:59][cH:60][cH:61][cH:62]2)[c:63]2[cH:64][cH:65][cH:66][cH:67][cH:68]2)([P:69]([c:70]2[cH:71][cH:72][cH:73][cH:74][cH:75]2)([c:76]2[cH:77][cH:78][cH:79][cH:80][cH:81]2)[c:82]2[cH:83][cH:84][cH:85][cH:86][cH:87]2)[P:88]([c:89]2[cH:90][cH:91][cH:92][cH:93][cH:94]2)([c:95]2[cH:96][cH:97][cH:98][cH:99][cH:100]2)[c:101]2[cH:102][cH:103][cH:104][cH:105][cH:106]2)([c:107]2[cH:108][cH:109][cH:110][cH:111][cH:112]2)[c:113]2[cH:114][cH:115][cH:116][cH:117][cH:118]2)[cH:119][cH:120]1>>[c:2]1(-[c:21]2[cH:20][cH:19][c:18]([O:17][CH2:15][CH3:16])[cH:23][cH:22]2)[n:3][s:4][c:5]([NH:8][C:9](=[O:10])[CH:11]2[CH:12]([CH3:14])[CH2:13]2)[c:6]1[Br:7]. The reactants are [N+](=O)(O)[O-] (nitric acid), C(C)(C)C1C(N(C2=CC=C(C=C12)NC(C)=O)C)=O ((rac)-N-(3-Isopropyl-1-methyl-2-oxo-2,3-dihydro-1H-indol-5-yl)-acetamide), ice water. The solvent is C(C)(=O)O (acetic acid). Reaction conditions: temperature 0 celsius, time 30 minute. Yields the product C(C)(C)C1C(N(C2=CC(=C(C=C12)NC(C)=O)[N+](=O)[O-])C)=O ((rac)-N-(3-Isopropyl-1-methyl-6-nitro-2-oxo-2,3-dihydro-1H-indol-5-yl)-acetamide). RXN SMILES: [CH:1]([CH:4]1[C:12]2[C:7](=[CH:8][CH:9]=[C:10]([NH:13][C:14](=[O:16])[CH3:15])[CH:11]=2)[N:6]([CH3:17])[C:5]1=[O:18])([CH3:3])[CH3:2].[N+:19]([O-])([OH:21])=[O:20]>C(O)(=O)C>[CH:1]([CH:4]1[C:12]2[C:7](=[CH:8][C:9]([N+:19]([O-:21])=[O:20])=[C:10]([NH:13][C:14](=[O:16])[CH3:15])[CH:11]=2)[N:6]([CH3:17])[C:5]1=[O:18])([CH3:3])[CH3:2]. Procedure: (rac)-N-(3-Isopropyl-1-methyl-2-oxo-2,3-dihydro-1H-indol-5-yl)-acetamide is dissolved in acetic acid (3 ml) and cooled to 0° C. Then nitric acid (fuming, 1.5 ml) is added drop-wise and the reaction mixture is stirred for 30 min at this temperature. After completion of the reaction the mixture is poured into ice-water and extracted with CH2Cl2. The combined organic layer is washed with water, dried over MgSO4 and evaporated. The residue is subjected to flash chromatography on silica gel eluting w... Starting materials: CCN(CC)c1ccccc1, CC(C)Oc1cc(N)cc(OC(C)C)c1, CCOC(=O)Cl, O, c1ccccc1. Yields the product CCOC(=O)Nc1cc(OC(C)C)cc(OC(C)C)c1. As a reaction SMILES: [CH2:16]([N:17]([CH2:18][CH3:19])[c:20]1[cH:21][cH:22][cH:23][cH:24][cH:25]1)[CH3:26].[CH:1]([CH3:2])([CH3:3])[O:4][c:5]1[cH:6][c:7]([NH2:8])[cH:9][c:10]([O:12][CH:13]([CH3:14])[CH3:15])[cH:11]1.[Cl:27][C:28](=[O:29])[O:30][CH2:31][CH3:32].[OH2:33].[cH:34]1[cH:35][cH:36][cH:37][cH:38][cH:39]1>>[CH:1]([CH3:2])([CH3:3])[O:4][c:5]1[cH:6][c:7]([NH:8][C:28](=[O:29])[O:30][CH2:31][CH3:32])[cH:9][c:10]([O:12][CH:13]([CH3:14])[CH3:15])[cH:11]1. Starting materials: CC1=[N+](C(=CC=C1)C)[O-] (2,6-dimethylpyridine 1-oxide), C(C)(=O)OC(C)=O (acetic anhydride). Product: C(C)(=O)OCC1=NC(=CC=C1)C ((6-methylpyridin-2-yl)methyl acetate). Procedure details: A solution of 2,6-dimethylpyridine 1-oxide (980 mg, 0.79 mmol) in acetic anhydride (5 mL) was refluxed for 1 h. The reaction mixture was then concentrated in vacuo to obtain the crude product. The crude material was purified via silica gel column chromatography using 20% ethyl acetate in hexanes to afford (6-methylpyridin-2-yl)methyl acetate (1.0 g) as a solid. Reaction SMILES: [CH3:1][C:2]1[CH:7]=[CH:6][CH:5]=[C:4]([CH3:8])[N+:3]=1[O-].[C:10]([O:13]C(=O)C)(=[O:12])[CH3:11]>>[C:10]([O:13][CH2:1][C:2]1[CH:7]=[CH:6][CH:5]=[C:4]([CH3:8])[N:3]=1)(=[O:12])[CH3:11].